Dataset: the Open Reaction Database (ORD), a public repository of structured organic reaction records. Task: describe an organic reaction: reactants, conditions, products, and yield Reported procedure: The title compound is prepared by a procedure analogous to Reference Example 300 by substituting 3-(2-pyridinyl)-5-isoxazolemethanol (prepared as described in J. Org. Chem. 2000, 65, 2225) for the 3-[4-(2-pyrimidinyl)phenyl]-2-propyn-1-ol of Reference Example 300. MS 175 (M+H)+. Yields the product N1=C(C=CC=C1)C1=NOC(=C1)C=O (3-(2-pyridinyl)-5-isoxazolecarboxaldehyde). Reactants: N1=C(C=CC=C1)C1=NOC(=C1)CO (3-(2-pyridinyl)-5-isoxazolemethanol), N1=C(N=CC=C1)C1=CC=C(C=C1)C#CCO (3-[4-(2-pyrimidinyl)phenyl]-2-propyn-1-ol). RXN SMILES: [N:1]1[CH:6]=[CH:5][CH:4]=[CH:3][C:2]=1[C:7]1[CH:11]=[C:10]([CH2:12][OH:13])[O:9][N:8]=1.N1C=CC=NC=1C1C=CC(C#CCO)=CC=1>>[N:1]1[CH:6]=[CH:5][CH:4]=[CH:3][C:2]=1[C:7]1[CH:11]=[C:10]([CH:12]=[O:13])[O:9][N:8]=1. Reactants: ClC1=NC2=CC=CC=C2C=C1 (2-chloroquinoline), C(C)(C)(C)OC(=O)N1CCNCC1 (piperazine-1-carboxylic acid tert-butyl ester), C([O-])([O-])=O.[K+].[K+] (potassium carbonate). The solvent is C(C)#N (acetonitrile). Yields the product C(C)(C)(C)OC(=O)N1CCN(CC1)C1=NC2=CC=CC=C2C=C1 (4-Quinolin-2-yl-piperazine-1-carboxylic Acid Tert.-butyl Ester). As a reaction SMILES: Cl[C:2]1[CH:11]=[CH:10][C:9]2[C:4](=[CH:5][CH:6]=[CH:7][CH:8]=2)[N:3]=1.[C:12]([O:16][C:17]([N:19]1[CH2:24][CH2:23][NH:22][CH2:21][CH2:20]1)=[O:18])([CH3:15])([CH3:14])[CH3:13].C(=O)([O-])[O-].[K+].[K+]>C(#N)C>[C:12]([O:16][C:17]([N:19]1[CH2:24][CH2:23][N:22]([C:2]2[CH:11]=[CH:10][C:9]3[C:4](=[CH:5][CH:6]=[CH:7][CH:8]=3)[N:3]=2)[CH2:21][CH2:20]1)=[O:18])([CH3:15])([CH3:13])[CH3:14] |f:2.3.4|. Reported procedure: A mixture of 6.1 mmol 2-chloroquinoline, 6.7 mmol piperazine-1-carboxylic acid tert-butyl ester and 12.2 mmol potassium carbonate in 15 ml acetonitrile was refluxed overnight. The reaction mixture is concentrated, water is added and the compound extracted with ethyl acetate. Chromatography (SiO2; cyclohexane/ethyl acetate 9/1) gave the title compound as a colorless solid. Reactants: N1N=CN=C1 (1H-1,2,4-triazole), ClC1=NC(=C2N=CN(C2=N1)[C@H](C)[C@@]1(OC1)C1=C(C=C(C=C1)F)F)Cl ((2S)-2-[(1R)-1-[2,6-dichloro-9(9H) -purinyl]ethyl]-2-(2,4-difluorophenyl) oxirane). The product is N1(N=CN=C1)C1=NC(=C2N=CN(C2=N1)[C@@H]([C@@](CN1N=CN=C1)(O)C1=C(C=C(C=C1)F)F)C)N1N=CN=C1 ((2R,3R)-3-[2,6-Bis(1H-1,2,4-triazol-1-yl)-9(9H)-purinyl]-2-(2,4-difluorophenyl)-1-(1H-1,2,4-triazol-1-yl)-2-butanol). The yield is 14.6%. Reaction SMILES: [NH:1]1[CH:5]=[N:4][CH:3]=[N:2]1.Cl[C:7]1[N:15]=[C:14]2[C:10]([N:11]=[CH:12][N:13]2[C@@H:16]([C@@:18]2([C:21]3[CH:26]=[CH:25][C:24]([F:27])=[CH:23][C:22]=3[F:28])[CH2:20][O:19]2)[CH3:17])=[C:9](Cl)[N:8]=1>>[N:1]1([C:7]2[N:15]=[C:14]3[C:10]([N:11]=[CH:12][N:13]3[C@H:16]([CH3:17])[C@:18]([C:21]3[CH:26]=[CH:25][C:24]([F:27])=[CH:23][C:22]=3[F:28])([OH:19])[CH2:20][N:1]3[CH:5]=[N:4][CH:3]=[N:2]3)=[C:9]([N:1]3[CH:5]=[N:4][CH:3]=[N:2]3)[N:8]=2)[CH:5]=[N:4][CH:3]=[N:2]1. Reported procedure: Using 1H-1,2,4-triazole (59 mg) and (2S)-2-[(1R)-1-[2,6-dichloro-9(9H) -purinyl]ethyl]-2-(2,4-difluorophenyl) oxirane (168 mg), Compound 50 (21 mg) was obtained as a white powder by the same way as in Example 1. Starting materials: C(C1=CC=CC=C1)OC1=CC(=CC=C1CCC1=CSC=C1)OCCCCl (4-(benzyloxy)-2-(3-chloropropoxy)-5-(thiophen-3-yl)ethylbenzene), C(#N)C1=C(OC=2C(=C(C=CC2)O)CCC)C=CC=C1 (3-(2-cyanophenoxy)-2-propylphenol), [I-].[K+] (potassium iodide), C([O-])([O-])=O.[K+].[K+] (potassium carbonate). Run in CCOCC (ether), CC(CC)=O (2-butanone), CS(=O)C (methyl sulfoxide). Yields the product O.C(C)C1=C(OCCCOC=2C(=C(OC3=C(C(=O)O)C=CC=C3)C=CC2)CCC)C=C(C(=C1)C1=CSC=C1)O (2-{3-[3-(2-Ethyl-5-hydroxy-4-thiophen-3-yl-phenoxy)propoxy]-2-propyl-phenoxy}benzoic acid hydrate). Yield: 147.3%. Reaction SMILES: [CH2:1]([O:8][C:9]1[C:14]([CH2:15][CH2:16][C:17]2[CH:21]=[CH:20][S:19][CH:18]=2)=[CH:13][CH:12]=[C:11]([O:22]CCCCl)[CH:10]=1)[C:2]1[CH:7]=CC=CC=1.C([C:29]1[CH:45]=[CH:44][CH:43]=[CH:42][C:30]=1[O:31][C:32]1[C:33]([CH2:39][CH2:40][CH3:41])=[C:34]([OH:38])[CH:35]=[CH:36][CH:37]=1)#N.[I-].[K+].[C:48](=[O:51])([O-])[O-:49].[K+].[K+]>CC(=O)CC.CCOCC.CS(C)=O>[OH2:8].[CH2:13]([C:14]1[CH:15]=[C:16]([C:17]2[CH:21]=[CH:20][S:19][CH:18]=2)[C:11]([OH:22])=[CH:10][C:9]=1[O:8][CH2:1][CH2:2][CH2:7][O:38][C:34]1[C:33]([CH2:39][CH2:40][CH3:41])=[C:32]([CH:37]=[CH:36][CH:35]=1)[O:31][C:30]1[CH:42]=[CH:43][CH:44]=[CH:45][C:29]=1[C:48]([OH:49])=[O:51])[CH3:12] |f:2.3,4.5.6,10.11|. Procedure details: A mixture of 4-(benzyloxy)-2-(3-chloropropoxy)-5-(thiophen-3-yl)ethylbenzene (1.25 g, 3.23 mmol), 3-(2-cyanophenoxy)-2-propylphenol (0.82 g, 3.2 mmol), potassium iodide (0.21 g, 1.3 mmol), potassium carbonate (1.12 g, 8.08 mmol), and methyl sulfoxide (2 mL) in 2-butanone (10 mL) was refluxed for 60 h. The mixture was cooled to room temperature, diluted with ether, and washed with water. The organic layer was dried (magnesium sulfate), filtered, and concentrated in vacuo. Chromatography (silica g... The reactants are C1(CCCCC1)SCCC(=O)[C-]1C=CC=C1.[CH-]1C=CC=C1.[Fe+2] (3-(Cyclohexylthio)propionylferrocene), ClC=1C=C(C(=O)O)C=CC1 (m-Chlorobenzoic acid). Solvent: C(Cl)(Cl)Cl (chloroform), ice water. Reaction conditions: time 3 hour. The product is C1(CCCCC1)S(=O)CCC(=O)[C-]1C=CC=C1.[CH-]1C=CC=C1.[Fe+2] (Cyclohexylsulphinylpropionylferrocene). As a reaction SMILES: [CH:1]1([S:7][CH2:8][CH2:9][C:10]([C-:12]2[CH:16]=[CH:15][CH:14]=[CH:13]2)=[O:11])[CH2:6][CH2:5][CH2:4][CH2:3][CH2:2]1.[CH-:17]1[CH:21]=[CH:20][CH:19]=[CH:18]1.[Fe+2:22].ClC1C=C(C=CC=1)C(O)=[O:28]>C(Cl)(Cl)Cl>[CH:1]1([S:7]([CH2:8][CH2:9][C:10]([C-:12]2[CH:13]=[CH:14][CH:15]=[CH:16]2)=[O:11])=[O:28])[CH2:2][CH2:3][CH2:4][CH2:5][CH2:6]1.[CH-:17]1[CH:21]=[CH:20][CH:19]=[CH:18]1.[Fe+2:22] |f:0.1.2,5.6.7|. Reported procedure: 3-(Cyclohexylthio)propionylferrocene (1.3g, 0.00366M) was dissolved in chloroform (30 ml) and the solution was cooled in ice/water. m-Chlorobenzoic acid (0.63g, 0.00366M) was then added slowly with stirring. Following the addition, stirring was continued at room temperature for 3 hours, and the resulting solution was washed with dilute sodium bicarbonate solution and water, before being dried over anhydrous sodium sulphate. Removal of the solvent on a rotary evaporator yielded a red oil which su... The reactants are CCCC[N+](CCCC)(CCCC)CCCC, C1CCOC1, CS(=O)(=O)Cl, CCN(C(C)C)C(C)C, ClCCl, [F-], Nc1ccc(CNC(=O)c2cccc3c2cnn3-c2ccc(F)cc2)cn1. The product is CS(=O)(=O)Nc1ccc(CNC(=O)c2cccc3c2cnn3-c2ccc(F)cc2)cn1. Reaction SMILES: [CH2:43]([N+:44]([CH2:45][CH2:46][CH2:47][CH3:48])([CH2:49][CH2:50][CH2:51][CH3:52])[CH2:53][CH2:54][CH2:55][CH3:56])[CH2:57][CH2:58][CH3:59].[CH2:60]1[O:61][CH2:62][CH2:63][CH2:64]1.[CH3:37][S:38]([Cl:39])(=[O:40])=[O:41].[CH:28]([N:29]([CH2:30][CH3:31])[CH:32]([CH3:33])[CH3:34])([CH3:35])[CH3:36].[Cl:65][CH2:66][Cl:67].[F-:42].[NH2:1][c:2]1[cH:3][cH:4][c:5]([CH2:8][NH:9][C:10](=[O:11])[c:12]2[c:13]3[cH:14][n:15][n:16](-[c:21]4[cH:22][cH:23][c:24]([F:27])[cH:25][cH:26]4)[c:17]3[cH:18][cH:19][cH:20]2)[cH:6][n:7]1>>[NH:1]([c:2]1[cH:3][cH:4][c:5]([CH2:8][NH:9][C:10](=[O:11])[c:12]2[c:13]3[cH:14][n:15][n:16](-[c:21]4[cH:22][cH:23][c:24]([F:27])[cH:25][cH:26]4)[c:17]3[cH:18][cH:19][cH:20]2)[cH:6][n:7]1)[S:38]([CH3:37])(=[O:40])=[O:41]. Reactants: Oc1c(Br)cccc1Br, Brc1cccc2c1OCCC2, [C-]#N, [C-]#N, CN(C)C=O, CCOCC, [Zn+2], c1ccc(P(c2ccccc2)(c2ccccc2)[Pd](P(c2ccccc2)(c2ccccc2)c2ccccc2)(P(c2ccccc2)(c2ccccc2)c2ccccc2)P(c2ccccc2)(c2ccccc2)c2ccccc2)cc1. Product: N#Cc1cccc2c1OCCC2. As a reaction SMILES: [Br:12][c:13]1[cH:14][cH:15][cH:16][c:17]([Br:18])[c:19]1[OH:20].[Br:1][c:2]1[cH:3][cH:4][cH:5][c:6]2[c:11]1[O:10][CH2:9][CH2:8][CH2:7]2.[C-:31]#[N:32].[C-:34]#[N:35].[CH3:21][N:22]([CH3:23])[CH:24]=[O:25].[CH3:26][CH2:27][O:28][CH2:29][CH3:30].[Zn+2:33].[cH:36]1[cH:37][cH:38][c:39]([P:40]([Pd:41]([P:42]([c:43]2[cH:44][cH:45][cH:46][cH:47][cH:48]2)([c:49]2[cH:50][cH:51][cH:52][cH:53][cH:54]2)[c:55]2[cH:56][cH:57][cH:58][cH:59][cH:60]2)([P:61]([c:62]2[cH:63][cH:64][cH:65][cH:66][cH:67]2)([c:68]2[cH:69][cH:70][cH:71][cH:72][cH:73]2)[c:74]2[cH:75][cH:76][cH:77][cH:78][cH:79]2)[P:80]([c:81]2[cH:82][cH:83][cH:84][cH:85][cH:86]2)([c:87]2[cH:88][cH:89][cH:90][cH:91][cH:92]2)[c:93]2[cH:94][cH:95][cH:96][cH:97][cH:98]2)([c:99]2[cH:100][cH:101][cH:102][cH:103][cH:104]2)[c:105]2[cH:106][cH:107][cH:108][cH:109][cH:110]2)[cH:111][cH:112]1>>[c:2]1([C:21]#[N:22])[cH:3][cH:4][cH:5][c:6]2[c:11]1[O:10][CH2:9][CH2:8][CH2:7]2.